This data is from the Open Reaction Database (ORD), a public repository of structured organic reaction records. The task is: describe an organic reaction: reactants, conditions, products, and yield Starting materials: [N+](=O)([O-])C=1C(NC(NC1)=O)=O.C[Si](C)(C)O[Si](C)(C)C (5-nitrouracil bis(trimethylsilyl)ether), IC (iodomethane), Ice water. Solvent: CN(C=O)C (dimethylformamide). Run at time 30 minute. Yields the product [N+](=O)([O-])C=1C(NC(N(C1)C)=O)=O (5-Nitro-1-methyl-uracil). RXN SMILES: [N+:1]([C:4]1[C:5](=[O:11])[NH:6][C:7](=[O:10])[NH:8][CH:9]=1)([O-:3])=[O:2].[CH3:12][Si](O[Si](C)(C)C)(C)C.IC>CN(C)C=O>[N+:1]([C:4]1[C:5](=[O:11])[NH:6][C:7](=[O:10])[N:8]([CH3:12])[CH:9]=1)([O-:3])=[O:2] |f:0.1|. Reported procedure: 5-nitrouracil (10.00g, 64 mmole), 1,1,1-3,3,3-hexamethyldisilazane (40 mL, 190 mmole) and chlorotrimethylsilane(4.0 mL, 0.32 mmole) are heated to reflux for 24 hours. The solution is concentrated under reduced pressure to afford 5-nitrouracil bis (trimethylsilyl) ether. 5-nitrouracil bis(trimethylsilyl)ether (10.0 g, 24 mmole), dimethylformamide (50 mL) and iodomethane (3.0 mL, 49 mmole) are heated in an 80° C. oil bath for 24 hours. Ice water is added, and the mixture is stirred for 30 minutes,... Reactants: BrC=1C=C(C=CC1O)CCC(=O)C=1SC(=CC1)C1=CC=C(C=C1)C(F)(F)F (3-(3-bromo-4-hydroxyphenyl)-1-(5-(4-(trifluoromethyl)phenyl)thien-2-yl)propan-1-one), BrC(C(=O)OC(C)(C)C)CC (tert-butyl 2-bromobutanoate). Product: BrC1=C(OC(C(=O)OC(C)(C)C)CC)C=CC(=C1)CCC(C=1SC(=CC1)C1=CC=C(C=C1)C(F)(F)F)=O (Tert-butyl 2-(2-bromo-4-(3-oxo-3-(5-(4-(trifluoromethyl)phenyl)thien-2-yl)propyl)phenoxy)-butanoate). RXN SMILES: [Br:1][C:2]1[CH:3]=[C:4]([CH2:9][CH2:10][C:11]([C:13]2[S:14][C:15]([C:18]3[CH:23]=[CH:22][C:21]([C:24]([F:27])([F:26])[F:25])=[CH:20][CH:19]=3)=[CH:16][CH:17]=2)=[O:12])[CH:5]=[CH:6][C:7]=1[OH:8].Br[CH:29]([CH2:37][CH3:38])[C:30]([O:32][C:33]([CH3:36])([CH3:35])[CH3:34])=[O:31]>>[Br:1][C:2]1[CH:3]=[C:4]([CH2:9][CH2:10][C:11](=[O:12])[C:13]2[S:14][C:15]([C:18]3[CH:23]=[CH:22][C:21]([C:24]([F:27])([F:25])[F:26])=[CH:20][CH:19]=3)=[CH:16][CH:17]=2)[CH:5]=[CH:6][C:7]=1[O:8][CH:29]([CH2:37][CH3:38])[C:30]([O:32][C:33]([CH3:36])([CH3:35])[CH3:34])=[O:31]. Reported procedure: Tert-butyl 2-(2-bromo-4-(3-oxo-3-(5-(4-(trifluoromethyl)phenyl)thien-2-yl)propyl)phenoxy)-butanoate is prepared from 3-(3-bromo-4-hydroxyphenyl)-1-(5-(4-(trifluoromethyl)phenyl)thien-2-yl)propan-1-one and tert-butyl 2-bromobutanoate according to general procedure D. The reactants are [Al+3], CCCCCCCN(CC)C(=O)CCCc1ccc(NS(C)(=O)=O)cc1, [H-], [H-], [H-], [H-], [Li+], C1CCOC1. Reaction SMILES: [Al+3:2].[CH2:7]([CH3:8])[N:9]([C:10]([CH2:11][CH2:12][CH2:13][c:14]1[cH:15][cH:16][c:17]([NH:20][S:21](=[O:22])(=[O:23])[CH3:24])[cH:18][cH:19]1)=[O:25])[CH2:26][CH2:27][CH2:28][CH2:29][CH2:30][CH2:31][CH3:32].[H-:1].[H-:4].[H-:5].[H-:6].[Li+:3].[O:33]1[CH2:34][CH2:35][CH2:36][CH2:37]1>>[CH2:7]([CH3:8])[N:9]([CH2:10][CH2:11][CH2:12][CH2:13][c:14]1[cH:15][cH:16][c:17]([NH:20][S:21](=[O:22])(=[O:23])[CH3:24])[cH:18][cH:19]1)[CH2:26][CH2:27][CH2:28][CH2:29][CH2:30][CH2:31][CH3:32]. The product is CCCCCCCN(CC)CCCCc1ccc(NS(C)(=O)=O)cc1.